From a dataset of the Open Reaction Database (ORD), a public repository of structured organic reaction records. describe an organic reaction: reactants, conditions, products, and yield The reactants are CCCCS(=O)(=O)c1nsnc1C1CN2CCC1CC2, [Na+], CN(C)C=O, O, [SH-]. The product is Sc1nsnc1C1CN2CCC1CC2. Reaction SMILES: [CH2:1]([CH2:4][CH2:6][CH3:7])[S:5](=[O:2])(=[O:3])[c:8]1[n:9][s:10][n:11][c:12]1[CH:13]1[CH2:14][N:15]2[CH2:16][CH2:17][CH:18]1[CH2:19][CH2:20]2.[Na+:23].[O:24]=[CH:25][N:26]([CH3:27])[CH3:28].[OH2:21].[SH-:22]>>[SH:5][c:8]1[n:9][s:10][n:11][c:12]1[CH:13]1[CH2:14][N:15]2[CH2:16][CH2:17][CH:18]1[CH2:19][CH2:20]2. Starting materials: [N+](=O)([O-])C1=CC=C(COC(=O)CN2CCN(CCC2)C(=O)[C@H]2N(C[C@H](C2)SC=2[C@@H]([C@H]3N(C2C(=O)OCC2=CC=C(C=C2)[N+](=O)[O-])C([C@@H]3[C@@H](C)O)=O)C)C(=O)OCC3=CC=C(C=C3)[N+](=O)[O-])C=C1 (4-nitrobenzyl (1R, 5S, 6S)-2-[(2S, 4S)-2-[4-(4-nitrobenzyloxycarbonylmethyl)-1-homopiperazinylcarbonyl]-1-(4-nitrobenzyloxycarbonyl)pyrrolidin-4-ylthio]-6-[(1R)-1-hydroxyethyl]-1-methyl-1-carbapen-2-em-3-carboxylate), O1CCCC1 (tetrahydrofuran), Cl (hydrochloric acid). Solvent: O (water). Yields the product C(=O)(O)CN1CCN(CCC1)C(=O)[C@H]1NC[C@H](C1)SC=1[C@@H]([C@H]2N(C1C(=O)O)C([C@@H]2[C@@H](C)O)=O)C ((1R, 5S, 6S)-2-[(2S, 4S)-2-(4-Carboxymethyl-1-homopiperazinylcarbonyl)pyrrolidin-4-ylthio]-6-[(1R)-1-hydroxyethyl]-1-methyl-1-carbapen-2-em-3-carboxylic acid). Isolated yield 64.8%. As a reaction SMILES: [N+](C1C=CC(C[O:9][C:10]([CH2:12][N:13]2[CH2:19][CH2:18][CH2:17][N:16]([C:20]([C@@H:22]3[CH2:26][C@H:25]([S:27][C:28]4[C@H:29]([CH3:52])[C@@H:30]5[C@@H:47]([C@H:48]([OH:50])[CH3:49])[C:46](=[O:51])[N:31]5[C:32]=4[C:33]([O:35]CC4C=CC([N+]([O-])=O)=CC=4)=[O:34])[CH2:24][N:23]3C(OCC3C=CC([N+]([O-])=O)=CC=3)=O)=[O:21])[CH2:15][CH2:14]2)=[O:11])=CC=1)([O-])=O.O1CCCC1.Cl>O>[C:10]([CH2:12][N:13]1[CH2:19][CH2:18][CH2:17][N:16]([C:20]([C@@H:22]2[CH2:26][C@H:25]([S:27][C:28]3[C@H:29]([CH3:52])[C@@H:30]4[C@@H:47]([C@H:48]([OH:50])[CH3:49])[C:46](=[O:51])[N:31]4[C:32]=3[C:33]([OH:35])=[O:34])[CH2:24][NH:23]2)=[O:21])[CH2:15][CH2:14]1)([OH:11])=[O:9]. Procedure: A solution of 0.5 g of 4-nitrobenzyl (1R, 5S, 6S)-2-[(2S, 4S)-2-[4-(4-nitrobenzyloxycarbonylmethyl)-1-homopiperazinylcarbonyl]-1-(4-nitrobenzyloxycarbonyl)pyrrolidin-4-ylthio]-6-[(1R)-1-hydroxyethyl]-1-methyl-1-carbapen-2-em-3-carboxylate [prepared as described in step (a) above] in 15 ml of 1:1 by volume mixture of tetrahydrofuran and water was mixed with 0.26 ml of 1N aqueous hydrochloric acid, and the mixture was hydrogenated by bubbling hydrogen through it at room temperature for 90 minutes ...